This data is from the Open Reaction Database (ORD), a public repository of structured organic reaction records. The task is: describe an organic reaction: reactants, conditions, products, and yield Reactants: Oc1ccc(Br)nc1, O=C([O-])[O-], CC(C)S(=O)(=O)c1ccc(B(O)O)cc1, COCCOC, [Na+], [Na+], Cl[Pd]Cl, c1ccc(P(c2ccccc2)c2ccccc2)cc1, c1ccc(P(c2ccccc2)c2ccccc2)cc1. RXN SMILES: [Br:16][c:17]1[cH:18][cH:19][c:20]([OH:23])[cH:21][n:22]1.[C:24](=[O:25])([O-:26])[O-:27].[CH3:1][CH:2]([CH3:3])[S:4](=[O:5])(=[O:6])[c:7]1[cH:8][cH:9][c:10]([B:13]([OH:14])[OH:15])[cH:11][cH:12]1.[CH3:71][O:72][CH2:73][CH2:74][O:75][CH3:76].[Na+:28].[Na+:29].[Pd:30]([Cl:31])[Cl:32].[c:33]1([P:34]([c:35]2[cH:36][cH:37][cH:38][cH:39][cH:40]2)[c:41]2[cH:42][cH:43][cH:44][cH:45][cH:46]2)[cH:47][cH:48][cH:49][cH:50][cH:51]1.[c:52]1([P:53]([c:54]2[cH:55][cH:56][cH:57][cH:58][cH:59]2)[c:60]2[cH:61][cH:62][cH:63][cH:64][cH:65]2)[cH:66][cH:67][cH:68][cH:69][cH:70]1>>[CH3:1][CH:2]([CH3:3])[S:4](=[O:5])(=[O:6])[c:7]1[cH:8][cH:9][c:10](-[c:17]2[cH:18][cH:19][c:20]([OH:23])[cH:21][n:22]2)[cH:11][cH:12]1. Yields the product CC(C)S(=O)(=O)c1ccc(-c2ccc(O)cn2)cc1. Reactants: CC(C)(C)OC(=O)N1CCCC1COc1ccc(-n2cccc2)cc1, Cl, C1COCCO1. Yields the product Cl, c1ccn(-c2ccc(OCC3CCCN3)cc2)c1. As a reaction SMILES: [C:1]([O:2][C:3](=[O:4])[N:8]1[CH:9]([CH2:13][O:14][c:15]2[cH:16][cH:17][c:18](-[n:21]3[cH:22][cH:23][cH:24][cH:25]3)[cH:19][cH:20]2)[CH2:10][CH2:11][CH2:12]1)([CH3:5])([CH3:6])[CH3:7].[ClH:26].[O:27]1[CH2:28][CH2:29][O:30][CH2:31][CH2:32]1>>[ClH:26].[NH:8]1[CH:9]([CH2:13][O:14][c:15]2[cH:16][cH:17][c:18](-[n:21]3[cH:22][cH:23][cH:24][cH:25]3)[cH:19][cH:20]2)[CH2:10][CH2:11][CH2:12]1. Starting materials: C1CCNC1, COC(=O)C(C)Oc1cccc2ncnc(Nc3ccc4c(cnn4Cc4cscn4)c3)c12. Yields the product CC(Oc1cccc2ncnc(Nc3ccc4c(cnn4Cc4cscn4)c3)c12)C(=O)N1CCCC1. As a reaction SMILES: [CH2:34]1[CH2:35][CH2:36][NH:37][CH2:38]1.[s:1]1[cH:2][n:3][c:4]([CH2:6][n:7]2[n:8][cH:9][c:10]3[cH:11][c:12]([NH:16][c:17]4[n:18][cH:19][n:20][c:21]5[cH:22][cH:23][cH:24][c:25]([O:27][CH:28]([C:29]([O:31][CH3:30])=[O:32])[CH3:33])[c:26]45)[cH:13][cH:14][c:15]23)[cH:5]1>>[s:1]1[cH:2][n:3][c:4]([CH2:6][n:7]2[n:8][cH:9][c:10]3[cH:11][c:12]([NH:16][c:17]4[n:18][cH:19][n:20][c:21]5[cH:22][cH:23][cH:24][c:25]([O:27][CH:28]([C:29](=[O:31])[N:37]6[CH2:36][CH2:35][CH2:34][CH2:38]6)[CH3:33])[c:26]45)[cH:13][cH:14][c:15]23)[cH:5]1. Reactants: N[C@@H](CO)C1=CC=CC=C1 ((R)-(−)-2-amino-2-phenylethanol), C(C)(C)(C)N=C=S (tert-butyl isothiocyanate). Run in C(C)O (ethanol), C(C)(=O)OCC (ethyl acetate). The product is C(C)(C)(C)NC(=S)N[C@@H](CO)C1=CC=CC=C1 (N-(tert-butyl)-N′-[(1R)-2-hydroxy-1-phenylethyl]thiourea). As a reaction SMILES: [NH2:1][C@H:2]([C:5]1[CH:10]=[CH:9][CH:8]=[CH:7][CH:6]=1)[CH2:3][OH:4].[C:11]([N:15]=[C:16]=[S:17])([CH3:14])([CH3:13])[CH3:12]>C(O)C.C(OCC)(=O)C>[C:11]([NH:15][C:16]([NH:1][C@H:2]([C:5]1[CH:10]=[CH:9][CH:8]=[CH:7][CH:6]=1)[CH2:3][OH:4])=[S:17])([CH3:14])([CH3:13])[CH3:12]. Procedure details: N-(tert-Butyl)-N′-[(1R)-2-hydroxy-1-phenylethyllthiourea: The process is performed under the conditions of Example 1, starting with 2.74 g of (R)-(−)-2-amino-2-phenylethanol and 2.8 cm3 of tert-butyl isothiocyanate in 15 cm3 of ethanol for 20 hours at a temperature in the region of 20° C. The reaction medium is concentrated under reduced pressure (5 kPa) at a temperature in the region of 50° C. A yellow oil is obtained, which is dissolved in 100 cm3 of ethyl acetate and the organic solution is t... Starting materials: ClC1=C(NC(C(C(C2=CC=CC=C2)=O)Cl)=O)C=C(C=C1)C(=O)OCCCCCCCCCCCCCC (2'-chloro-5'-tetradecyloxycarbonylchloro-benzoylacetanilide), [K].C1(C=2C(C(N1)=O)=CC=CC2)=O (phthalimide potassium). The solvent is CN(C=O)C (dimethylformamide). Product: ClC1=C(NC(C(N2C(C=3C(C2=O)=CC=CC3)=O)C(C3=CC=CC=C3)=O)=O)C=C(C=C1)C(=O)OCCCCCCCCCCCCCC (2'-chloro-5'-tetradecyloxycarbonyl-α-phthalimido-benzoylacetanilide). As a reaction SMILES: [Cl:1][C:2]1[CH:20]=[CH:19][C:18]([C:21]([O:23][CH2:24][CH2:25][CH2:26][CH2:27][CH2:28][CH2:29][CH2:30][CH2:31][CH2:32][CH2:33][CH2:34][CH2:35][CH2:36][CH3:37])=[O:22])=[CH:17][C:3]=1[NH:4][C:5](=[O:16])[CH:6](Cl)[C:7](=[O:14])[C:8]1[CH:13]=[CH:12][CH:11]=[CH:10][CH:9]=1.[K].[C:39]1(=[O:49])[NH:43][C:42](=[O:44])[C:41]2=[CH:45][CH:46]=[CH:47][CH:48]=[C:40]12>CN(C)C=O>[Cl:1][C:2]1[CH:20]=[CH:19][C:18]([C:21]([O:23][CH2:24][CH2:25][CH2:26][CH2:27][CH2:28][CH2:29][CH2:30][CH2:31][CH2:32][CH2:33][CH2:34][CH2:35][CH2:36][CH3:37])=[O:22])=[CH:17][C:3]=1[NH:4][C:5](=[O:16])[CH:6]([C:7](=[O:14])[C:8]1[CH:13]=[CH:12][CH:11]=[CH:10][CH:9]=1)[N:43]1[C:42](=[O:44])[C:41]2=[CH:45][CH:46]=[CH:47][CH:48]=[C:40]2[C:39]1=[O:49] |f:1.2,^1:37|. Procedure: A mixture of 16.3 g of 2'-chloro-5'-tetradecyloxycarbonylchloro-benzoylacetanilide and 18.5 g of phthalimide potassium was stirred in 300 ml of dimethylformamide for 3 hours at room temperature. The reaction product thus obtained was treated as in Synthesis example 1. Upon recrystallizing the product from methanol, 12 g of Coupler 6 having a melting point of 81°-82° C. was obtained.